From a dataset of the Open Reaction Database (ORD), a public repository of structured organic reaction records. describe an organic reaction: reactants, conditions, products, and yield The reactants are COC(C1=CC(=CC=C1)NC(CN1C(N(C2=C(C(=N1)C1CCCCC1)C=CC=C2)CC(C(C)(C)C)=O)=O)=O)=O (3-{2-[5-Cyclohexyl-1-(3,3-dimethyl-2-oxo-butyl)-2-oxo-1,2-dihydro-3H-1,3,4-benzotriazepin-3-yl]-acetylamino}-benzoic acid methyl ester), C1(CCCCC1)C1=NN(C(N(C2=C1C=CC=C2)CC(=O)N2CCN(CC2)C)=O)CC(=O)O ({5-cyclohexyl-1-[2-(4-methyl-piperazin-1-yl)-2-oxo-ethyl]-2-oxo-1,2-dihydro-3H-1,3,4-benzotriazepin-3-yl)-acetic acid), C(C)(C)(C)OC(N(C)C1=CC(=CC=C1)N)=O ((3-amino-phenyl)-methyl-carbamic acid tert-butyl ester), C1(CCCCC1)C1=NN(C(N(C2=C1C=CC=C2)CC(C(C)(C)C)=O)=O)CC(=O)O ([5-cyclohexyl-1-(3,3-dimethyl-2-oxo-butyl)-2-oxo-1,2-dihydro-3H-1,3,4-benzotriazepin-3-yl]-acetic acid), COC(C1=CC(=CC=C1)N)=O (3-amino-benzoic acid methyl ester). The product is C(C)(C)(C)OC(N(C)C1=CC(=CC=C1)NC(CN1C(N(C2=C(C(=N1)C1CCCCC1)C=CC=C2)CC(C(C)(C)C)=O)=O)=O)=O ((3-{2-[5-cyclohexyl-1-(3,3-dimethyl-2-oxo-butyl)-2-oxo-1,2-dihydro-3H-1,3,4-benzotriazepin-3-yl]-acetylamino}-phenyl)-methyl-carbamic acid tert-butyl ester). As a reaction SMILES: COC(=O)[C:4]1[CH:9]=[CH:8][CH:7]=[C:6]([NH:10][C:11](=[O:38])[CH2:12][N:13]2[N:19]=[C:18]([CH:20]3[CH2:25][CH2:24][CH2:23][CH2:22][CH2:21]3)[C:17]3[CH:26]=[CH:27][CH:28]=[CH:29][C:16]=3[N:15]([CH2:30][C:31](=[O:36])[C:32]([CH3:35])([CH3:34])[CH3:33])[C:14]2=[O:37])[CH:5]=1.C1(C2C3C=CC=CC=3N(CC(N3CCN(C)CC3)=O)C(=O)N(CC(O)=O)N=2)CCCCC1.[C:72]([O:76][C:77](=[O:87])[N:78](C1C=CC=C(N)C=1)[CH3:79])([CH3:75])([CH3:74])[CH3:73].C1(C2C3C=CC=CC=3N(CC(=O)C(C)(C)C)C(=O)N(CC(O)=O)N=2)CCCCC1.COC(=O)C1C=CC=C(N)C=1>>[C:72]([O:76][C:77](=[O:87])[N:78]([C:4]1[CH:9]=[CH:8][CH:7]=[C:6]([NH:10][C:11](=[O:38])[CH2:12][N:13]2[N:19]=[C:18]([CH:17]3[CH2:16][CH2:29][CH2:28][CH2:27][CH2:26]3)[C:20]3[CH:21]=[CH:22][CH:23]=[CH:24][C:25]=3[N:15]([CH2:30][C:31](=[O:36])[C:32]([CH3:34])([CH3:35])[CH3:33])[C:14]2=[O:37])[CH:5]=1)[CH3:79])([CH3:75])([CH3:74])[CH3:73]. Procedure: The title compound was obtained by the method used in the preparation of 3-{2-[5-cyclohexyl-1-(3,3-dimethyl-2-oxo-butyl)-2-oxo-1,2-dihydro-3H-1,3,4-benzotriazepin-3-yl]-acetylamino}-benzoic acid methyl ester (Example 1, step e) except that {5-cyclohexyl-1-[2-(4-methyl-piperazin-1-yl)-2-oxo-ethyl]-2-oxo-1,2-dihydro-3H-1,3,4-benzotriazepin-3-yl)-acetic acid (Example 72, step b) and (3-amino-phenyl)-methyl-carbamic acid tert-butyl ester (Example 3, step c) were used instead of [5-cyclohexyl-1-(3,3-... The reactants are CCOC(=O)c1cc(Br)c(C)[nH]1, O=C1CCC(=O)N1Cl, [Na+], CN(C)C=O, [OH-]. Yields the product CCOC(=O)c1[nH]c(C)c(Br)c1Cl. Reaction SMILES: [Br:1][c:2]1[cH:3][c:4]([C:8](=[O:9])[O:10][CH2:11][CH3:12])[nH:5][c:6]1[CH3:7].[Cl:13][N:14]1[C:15](=[O:16])[CH2:17][CH2:18][C:19]1=[O:20].[Na+:22].[O:23]=[CH:24][N:25]([CH3:26])[CH3:27].[OH-:21]>>[Br:1][c:2]1[c:3]([Cl:13])[c:4]([C:8](=[O:9])[O:10][CH2:11][CH3:12])[nH:5][c:6]1[CH3:7]. Reactants: C1(CC1)C=1C(=CC(=NC1)C(=O)O)OCC(F)(F)F (5-Cyclopropyl-4-(2,2,2-trifluoro-ethoxy)-pyridine-2-carboxylic acid), NC(C#N)(CC1CC1)C (2-Amino-3-cyclopropyl-2-methyl-propionitrile). The product is C(#N)C(CC1CC1)(C)NC(=O)C1=NC=C(C(=C1)OCC(F)(F)F)C1CC1 (N-(1-cyano-2-cyclopropyl-1-methyl-ethyl)-5-cyclopropyl-4-(2,2,2-trifluoroethoxy)pyridine-2-carboxamide). As a reaction SMILES: [CH:1]1([C:4]2[C:5]([O:13][CH2:14][C:15]([F:18])([F:17])[F:16])=[CH:6][C:7]([C:10]([OH:12])=O)=[N:8][CH:9]=2)[CH2:3][CH2:2]1.[NH2:19][C:20]([CH3:27])([CH2:23][CH:24]1[CH2:26][CH2:25]1)[C:21]#[N:22]>>[C:21]([C:20]([NH:19][C:10]([C:7]1[CH:6]=[C:5]([O:13][CH2:14][C:15]([F:18])([F:17])[F:16])[C:4]([CH:1]2[CH2:2][CH2:3]2)=[CH:9][N:8]=1)=[O:12])([CH3:27])[CH2:23][CH:24]1[CH2:26][CH2:25]1)#[N:22]. Procedure: The title compound was synthesized in analogy to Example 112e, using 5-Cyclopropyl-4-(2,2,2-trifluoro-ethoxy)-pyridine-2-carboxylic acid (Example 48c) and 2-Amino-3-cyclopropyl-2-methyl-propionitrile (example 66a) as starting materials and isolated (376 mg, 67%); MS (ESI, m/z): 368.6 (M+H+).